From a dataset of the Open Reaction Database (ORD), a public repository of structured organic reaction records. describe an organic reaction: reactants, conditions, products, and yield Reactants: [Na], Cc1ccc(S(=O)(=O)OCCc2ccc([N+](=O)[O-])cc2)cc1, c1nc[nH]n1. Product: O=[N+]([O-])c1ccc(CCn2cncn2)cc1. RXN SMILES: [Na:23].[c:1]1([CH3:2])[cH:3][cH:4][c:5]([S:6]([O:7][CH2:11][CH2:12][c:13]2[cH:14][cH:15][c:16]([N+:19](=[O:20])[O-:21])[cH:17][cH:18]2)(=[O:8])=[O:9])[cH:10][cH:22]1.[nH:24]1[n:25][cH:26][n:27][cH:28]1>>[CH2:11]([CH2:12][c:13]1[cH:14][cH:15][c:16]([N+:19](=[O:20])[O-:21])[cH:17][cH:18]1)[n:24]1[n:25][cH:26][n:27][cH:28]1.